From a dataset of the Open Reaction Database (ORD), a public repository of structured organic reaction records. describe an organic reaction: reactants, conditions, products, and yield The reactants are CC(=O)Nc1cc([N+](=O)[O-])ccc1OCCBr, CNCCc1ccc(OC)c(OC)c1, CN(C)C=O, [I-], [K+]. Yields the product COc1ccc(CCN(C)CCOc2ccc([N+](=O)[O-])cc2NC(C)=O)cc1OC. RXN SMILES: [C:1]([CH3:2])(=[O:3])[NH:4][c:5]1[c:6]([O:7][CH2:8][CH2:9][Br:10])[cH:11][cH:12][c:13]([N+:15](=[O:16])[O-:17])[cH:14]1.[CH3:20][O:21][c:22]1[cH:23][c:24]([CH2:30][CH2:31][NH:32][CH3:33])[cH:25][cH:26][c:27]1[O:28][CH3:29].[CH3:34][N:35]([CH3:36])[CH:37]=[O:38].[I-:19].[K+:18]>>[C:1]([CH3:2])(=[O:3])[NH:4][c:5]1[c:6]([O:7][CH2:8][CH2:9][N:32]([CH2:31][CH2:30][c:24]2[cH:23][c:22]([O:21][CH3:20])[c:27]([O:28][CH3:29])[cH:26][cH:25]2)[CH3:33])[cH:11][cH:12][c:13]([N+:15](=[O:16])[O-:17])[cH:14]1. Starting materials: N1=CC=C(C=C1)CCCO (3-pyridin-4-yl-propan-1-ol), Br (hydrobromic acid). Run at temperature 135 celsius. Yields the product Br.BrCCCC1=CC=NC=C1 (4-(3-Bromo-propyl)-pyridine hydrobromide). Reaction SMILES: [N:1]1[CH:6]=[CH:5][C:4]([CH2:7][CH2:8][CH2:9]O)=[CH:3][CH:2]=1.[BrH:11]>>[BrH:11].[Br:11][CH2:9][CH2:8][CH2:7][C:4]1[CH:5]=[CH:6][N:1]=[CH:2][CH:3]=1 |f:2.3|. Procedure: A solution of 3-pyridin-4-yl-propan-1-ol (2.88 mL) in hydrobromic acid (16 mL, 141.43 mmol) was heated at reflux at 135° C. for 18 h. The cooled solution was concentrated under vacuum and the residue was re-dissolved in isopropanol and re-concentrated (this process was repeated three more times). The residue was dissolved in isopropanol, decolouriseed by boiling with activated charcoal, filtered, and the clear solution left to crystallise in a freezer over 48 h. The resulting crystals were remov...